From a dataset of the Open Reaction Database (ORD), a public repository of structured organic reaction records. describe an organic reaction: reactants, conditions, products, and yield The reactants are [H-].[Al+3].[Li+].[H-].[H-].[H-] (lithium aluminium hydride), S(O)(O)(=O)=O (sulphuric acid), C(C)C1=C(C=O)C(=CC(=C1)C)CC (2,6-diethyl-4-methylbenzaldehyde), O (water). Solvent: C(C)OCC (diethyl ether), C(C)OCC (diethyl ether). Product: C(C)C1=C(CO)C(=CC(=C1)C)CC (2,6-diethyl-4-methylbenzyl alcohol). Yield: 92.2%. RXN SMILES: [CH2:1]([C:3]1[CH:10]=[C:9]([CH3:11])[CH:8]=[C:7]([CH2:12][CH3:13])[C:4]=1[CH:5]=[O:6])[CH3:2].[H-].[Al+3].[Li+].[H-].[H-].[H-].O.S(=O)(=O)(O)O>C(OCC)C>[CH2:1]([C:3]1[CH:10]=[C:9]([CH3:11])[CH:8]=[C:7]([CH2:12][CH3:13])[C:4]=1[CH2:5][OH:6])[CH3:2] |f:1.2.3.4.5.6|. Reported procedure: A solution of 35.5 g (201.4 mmol) of 2,6-diethyl-4-methylbenzaldehyde, dissolved in 80 ml of diethyl ether is added dropwise to a suspension of 2.10 g (55.4 mmol) of lithium aluminium hydride in 200 ml of diethyl ether. The mixture is then heated at reflux for another 1 h. After cooling, the mixture is hydrolyzed with water and 10% strength sulphuric acid, the phases are separated and the aqueous phase is extracted two more times with diethyl ether. Drying (magnesium sulphate), distillative remo... The reactants are CC(C)(OC(=O)N[C@@H](CC(=O)N1CC=2N(CC1)C=CN2)CC2=C(C=CC(=C2)F)F)C (7-[(3R)-3-[(1,1-dimethylethoxycarbonyl)-amino]-4-(2,5-difluorophenyl)butanoyl]-5,6,7,8-tetrahydroimidazo[1,2-α]pyrazine), Cl (hydrogen chloride). Run in CO (methanol). Product: Cl.Cl.N[C@@H](CC(=O)N1CC=2N(CC1)C=CN2)CC2=C(C=CC(=C2)F)F (7-[(3R)-3-Amino-4(2,5-difluorophenyl)butanoyl]-5,6,7,8-tetrahydroimidazo[1,2-α]pyrazine, dihydrochloride). Reaction SMILES: CC(C)(OC([NH:7][C@H:8]([CH2:21][C:22]1[CH:27]=[C:26]([F:28])[CH:25]=[CH:24][C:23]=1[F:29])[CH2:9][C:10]([N:12]1[CH2:17][CH2:16][N:15]2[CH:18]=[CH:19][N:20]=[C:14]2[CH2:13]1)=[O:11])=O)C.[ClH:31]>CO>[ClH:31].[ClH:31].[NH2:7][C@H:8]([CH2:21][C:22]1[CH:27]=[C:26]([F:28])[CH:25]=[CH:24][C:23]=1[F:29])[CH2:9][C:10]([N:12]1[CH2:17][CH2:16][N:15]2[CH:18]=[CH:19][N:20]=[C:14]2[CH2:13]1)=[O:11] |f:3.4.5|. Reported procedure: The title compound was prepared from 7-[(3R)-3-[(1,1-dimethylethoxycarbonyl)-amino]-4-(2,5-difluorophenyl)butanoyl]-5,6,7,8-tetrahydroimidazo[1,2-α]pyrazine (349.8 mg, 0.72 mol, from Step A) in 1.5 mL of methanol saturated with hydrogen chloride, using a procedure analogous to that described in Example 1, Step D. Evaporation of solvent gave 299 mg of the title compound as a foamy solid. 1H NMR (500 MHz, CD3OD): δ 3.10–3.17 (m, 2H), 2.89–2.99 (m, 2H), 3.94–4.22 (m, 4H), 4.33 (m, 1H), 4.91–5.48 (m...